Dataset: the Open Reaction Database (ORD), a public repository of structured organic reaction records. Task: describe an organic reaction: reactants, conditions, products, and yield Starting materials: BrC=1C=C(C(=C(C#N)C1)F)Cl (5-Bromo-3-chloro-2-fluoro-benzonitrile), N1CCOCC1 (morpholine), C([O-])([O-])=O.[Cs+].[Cs+] (caesium carbonate), C1(=CC=CC=C1)P(C1=CC=CC=2C(C3=CC=CC(=C3OC12)P(C1=CC=CC=C1)C1=CC=CC=C1)(C)C)C1=CC=CC=C1 (4,5-bis(diphenylphosphino)-9,9-dimethylxanthene). The reagents and catalysts are C(C)(=O)[O-].[Pd+2].C(C)(=O)[O-] (palladium(II) acetate). Run in C1(=CC=CC=C1)C (toluene). Conditions: temperature 140 celsius. Yields the product ClC=1C(=C(C#N)C=C(C1)N1CCOCC1)F (3-Chloro-2-fluoro-5-morpholin-4-yl-benzonitrile). As a reaction SMILES: Br[C:2]1[CH:3]=[C:4]([Cl:11])[C:5]([F:10])=[C:6]([CH:9]=1)[C:7]#[N:8].[NH:12]1[CH2:17][CH2:16][O:15][CH2:14][CH2:13]1.C(=O)([O-])[O-].[Cs+].[Cs+].C1(P(C2C=CC=CC=2)C2C3OC4C(=CC=CC=4P(C4C=CC=CC=4)C4C=CC=CC=4)C(C)(C)C=3C=CC=2)C=CC=CC=1>C1(C)C=CC=CC=1.C([O-])(=O)C.[Pd+2].C([O-])(=O)C>[Cl:11][C:4]1[C:5]([F:10])=[C:6]([CH:9]=[C:2]([N:12]2[CH2:17][CH2:16][O:15][CH2:14][CH2:13]2)[CH:3]=1)[C:7]#[N:8] |f:2.3.4,7.8.9|. Reported procedure: A suspension of 5-Bromo-3-chloro-2-fluoro-benzonitrile (200 mg, 0.85 mmol), morpholine (74 mg, 0.85 mmol), caesium carbonate (389 mg, 1.2 mmol), palladium(II) acetate (10 mg, 0.04 mmol) and 4,5-bis(diphenylphosphino)-9,9-dimethylxanthene (35 mg, 0.06 mmol) in toluene (5 mL) was sealed in a microwave vial and heated for 30 min at 140° C. (Emrys Optimizer; personal chemistry). The reaction mixture was quenched by addition of saturated aqueous NaHCO3, extracted with EtOAc, dried (Na2SO4) and the so... Reactants: Cc1ccccc1, CN(C)C=O, COc1c([N+](=O)[O-])c(Cl)c([N+](=O)[O-])c(Cl)c1[N+](=O)[O-], O=S(Cl)Cl. The product is O=[N+]([O-])c1c(Cl)c([N+](=O)[O-])c(Cl)c([N+](=O)[O-])c1Cl. Reaction SMILES: [CH3:29][c:30]1[cH:31][cH:32][cH:33][cH:34][cH:35]1.[CH3:5][N:6]([CH3:7])[CH:8]=[O:9].[Cl:10][c:11]1[c:12]([N+:26](=[O:27])[O-:28])[c:13]([O:24][CH3:25])[c:14]([N+:21](=[O:22])[O-:23])[c:15]([Cl:20])[c:16]1[N+:17](=[O:18])[O-:19].[S:1]([Cl:2])([Cl:3])=[O:4]>>[Cl:3][c:13]1[c:12]([N+:26](=[O:27])[O-:28])[c:11]([Cl:10])[c:16]([N+:17](=[O:18])[O-:19])[c:15]([Cl:20])[c:14]1[N+:21](=[O:22])[O-:23]. Reactants: S(O)(O)(=O)=O (sulfuric acid), C(C)OC1=C(C=CC(=C1)[C@H]1[C@@H](CC=CC1)[N+](=O)[O-])OC ((+/−)-trans-2-ethoxy-1-methoxy-4-(2-nitrocyclohex-4-enyl)benzene), C(C)OC1=C(C=CC(=C1)[C@H]1[C@@H](CC=CC1)[N+](=O)[O-])OC ((+/−)-trans-2-ethoxy-1-methoxy-4-(2-nitrocyclohex-4-enyl)benzene), [OH-].[K+] (potassium hydroxide), ice water. The solvent is C(C)O (ethanol), C(C)O (ethanol). Run at time 1 hour. Yields the product C(C)OC1=C(C=CC(=C1)[C@H]1[C@H](CC=CC1)[N+](=O)[O-])OC ((+/−)-cis-Ethoxy-1-methoxy-4-(2-nitrocyclohex-4-enyl)benzene). As a reaction SMILES: [CH2:1]([O:3][C:4]1[CH:9]=[C:8]([C@@H:10]2[CH2:15][CH:14]=[CH:13][CH2:12][C@H:11]2[N+:16]([O-:18])=[O:17])[CH:7]=[CH:6][C:5]=1[O:19][CH3:20])[CH3:2].[OH-].[K+].S(=O)(=O)(O)O>C(O)C>[CH2:1]([O:3][C:4]1[CH:9]=[C:8]([C@@H:10]2[CH2:15][CH:14]=[CH:13][CH2:12][C@@H:11]2[N+:16]([O-:18])=[O:17])[CH:7]=[CH:6][C:5]=1[O:19][CH3:20])[CH3:2] |f:1.2|. Procedure: 89.25 of (+/−)-trans-2-ethoxy-1-methoxy-4-(2-nitrocyclohex-4-enyl)benzene (compound D1) and 37 g of potassium hydroxide are dissolved in 500 ml of absolute ethanol. A solution of 23.5 ml of conc. sulfuric acid in 120 ml of absolute ethanol is then added dropwise such that the internal temperature does not exceed −2° C. After stirring for 1 h, the mixture is added to 4 l of ice water, and the precipitate is filtered off with suction, washed with water and dried, M.p.: 66-67° C. Starting materials: ice, C(=O)C=1C=C(C(=O)OC)C=CC1 (methyl 3-formylbenzoate), ice water, BrN1C(CCC1=O)=O (N-bromosuccinimide). The solvent is S(O)(O)(=O)=O (sulfuric acid). Conditions: time 2 day. Yields the product BrC=1C=C(C(=O)OC)C=C(C1)C=O (Methyl 3-bromo-5-formylbenzoate). RXN SMILES: [CH:1]([C:3]1[CH:4]=[C:5]([CH:10]=[CH:11][CH:12]=1)[C:6]([O:8][CH3:9])=[O:7])=[O:2].[Br:13]N1C(=O)CCC1=O>S(=O)(=O)(O)O>[Br:13][C:11]1[CH:10]=[C:5]([CH:4]=[C:3]([CH:1]=[O:2])[CH:12]=1)[C:6]([O:8][CH3:9])=[O:7]. Procedure: To a mixture of methyl 3-formylbenzoate (5.0 g, 30.5 mmol) in concentrated sulfuric acid (50 mL) was added N-bromosuccinimide (5.4 g, 30.5 mmol) in one portion at 0° C. After warming to room temperature, the reaction mixture was stirred for 2 days before being poured into 400 mL of ice/water. Once the ice had melted, the aqueous phase was extracted with DCM (2×400 mL). The combined organic phases were passed through a hydrophobic fit. The solvent was removed in vacuo and the residue was purified... Yields the product CN1CCN(Cc2cccc(Nc3ncc4c(=O)c(C(N)=O)cn(-c5ccc6c(c5)CCC6)c4n3)c2)CC1. The reactants are CS(=O)(=O)c1ncc2c(=O)c(C(N)=O)cn(-c3ccc4c(c3)CCC4)c2n1, CN1CCN(Cc2cccc(N)c2)CC1. Reaction SMILES: [CH2:1]1[CH2:2][CH2:3][c:4]2[cH:5][c:6](-[n:10]3[cH:11][c:12]([C:25](=[O:26])[NH2:27])[c:13](=[O:24])[c:14]4[c:15]3[n:16][c:17]([S:20]([CH3:21])(=[O:22])=[O:23])[n:18][cH:19]4)[cH:7][cH:8][c:9]21.[CH3:28][N:29]1[CH2:30][CH2:31][N:32]([CH2:35][c:36]2[cH:37][c:38]([NH2:42])[cH:39][cH:40][cH:41]2)[CH2:33][CH2:34]1>>[CH2:1]1[CH2:2][CH2:3][c:4]2[cH:5][c:6](-[n:10]3[cH:11][c:12]([C:25](=[O:26])[NH2:27])[c:13](=[O:24])[c:14]4[c:15]3[n:16][c:17]([NH:42][c:38]3[cH:37][c:36]([CH2:35][N:32]5[CH2:31][CH2:30][N:29]([CH3:28])[CH2:34][CH2:33]5)[cH:41][cH:40][cH:39]3)[n:18][cH:19]4)[cH:7][cH:8][c:9]21. Solvent: C(Cl)(Cl)Cl (chloroform). Yield: 75.0%. Starting materials: ClC(=O)OC(C)Cl (1-Chloroethyl chloroformate), COCCO (2-methoxyethanol), N1=CC=CC=C1 (Pyridine). Reaction SMILES: Cl[C:2]([O:4][CH:5]([Cl:7])[CH3:6])=[O:3].[CH3:8][O:9][CH2:10][CH2:11]O.N1C=CC=CC=1>C(Cl)(Cl)Cl>[C:2](=[O:3])([OH:9])[OH:4].[Cl:7][CH:5]([CH2:11][CH2:10][O:9][CH3:8])[CH3:6] |f:4.5|. Procedure details: 1-Chloroethyl chloroformate (28.6 g, 0.2 mol) and 2-methoxyethanol (13.7 g, 0.18 mol) were dissolved in chloroform (220 ml) at 0° C. Pyridine (15.8 g, 0.2 mol) was added dropwise during 45 minutes maintaining the temperature below 12° C. After stirring at room temperature for 2 hours the mixture was washed three times with 1 normal hydrochloric acid, once with a saturated sodium hydrogen carbonate solution and finally twice with water. The organic phase was dried with magnesium sulfate and the s... Product: C(O)(O)=O.ClC(C)CCOC (1-Chloroethyl 2-methoxyethane carbonate). Reaction conditions: time 2 hour. Reactants: [Cl-].ClC=1C=C(C[N+]=2C=CN3C2C=CC=C3)C=C(C1)Cl (1-(3,5-dichlorobenzyl)imidazo[1,2-a]pyridinium chloride), [I-].C(#N)C=1C=C(C[N+]=2C=CN3C2C=CC=C3)C=CC1 (1-(3-cyanobenzyl)imidazo[1,2-a]pyridinium iodide), [Br-].FC(C1=CC=C(C[N+]=2C=CN3C2C=CC=C3)C=C1)(F)F (1-(4-trifluoromethylbenzyl)imidazo[1,2-a]pyridinium bromide), [Cl-].COC=1C=C(C[N+]=2C=CN3C2C=CC=C3)C=CC1 (1-(3-methoxybenzyl)imidazo[1,2-a]pyridinium chloride), [Cl-].S(N)(=O)(=O)C=1C=C(C[N+]=2C=CN3C2C=CC=C3)C=CC1 (1-(3-sulfamoylbenzyl)imidazo[1,2-a]pyridinium chloride), 1-(3-furfuryl)imidazo[1,2-a]pyridinium bromide, [Cl-].CS(=O)(=O)C1=C(C[N+]=2C=CN3C2C=CC=C3)C=CC=C1 (1-(2-methylsulfonylbenzyl)imidazo[1,2-a]pyridinium chloride), [Cl-].C1(=CC=CC=C1)C=1C=C(C[N+]=2C=CN3C2C=CC=C3)C=CC1 (1-(3-phenylbenzyl)imidazo[1,2-a]pyridinium chloride), [Br-].ClC=1C=C(C[N+]=2C=CN3C2C=CC=C3)C=CC1Cl (1-(3,4-dichlorobenzyl)-imidazo[1,2-a]pyridinium bromide), [Br-].COC1=C(C[N+]=2C=CN3C2C=CC=C3)C=CC=C1 (1-(2-methoxybenzyl)imidazo[1,2-a]pyridinium bromide), [Br-].BrC=1C=C(C[N+]=2C=CN3C2C=CC=C3)C=CC1 (1-(3-bromobenzyl)imidazo[1,2-a]-pyridinium bromide). The product is [Cl-].ClC1=C(C[N+]=2C=CN3C2C=CC=C3)C=CC=C1Cl (1-(2,3-dichlorobenzyl)imidazo[1,2-a]pyridinium chloride). RXN SMILES: [Cl-].[Cl:2][C:3]1[CH:4]=[C:5]([CH:16]=[C:17](Cl)[CH:18]=1)[CH2:6][N+:7]1[CH:8]=[CH:9][N:10]2[CH:15]=[CH:14][CH:13]=[CH:12][C:11]=12.[Br-].[Cl:21]C1C=C(C=CC=1Cl)C[N+]1C=CN2C=CC=CC=12.[Br-].COC1C=CC=CC=1C[N+]1C=CN2C=CC=CC=12.[Cl-].COC1C=C(C=CC=1)C[N+]1C=CN2C=CC=CC=12.[I-].C(C1C=C(C=CC=1)C[N+]1C=CN2C=CC=CC=12)#N.[Br-].BrC1C=C(C=CC=1)C[N+]1C=CN2C=CC=CC=12.[Cl-].C1(C2C=C(C=CC=2)C[N+]2C=CN3C=CC=CC=23)C=CC=CC=1.[Cl-].S(C1C=C(C=CC=1)C[N+]1C=CN2C=CC=CC=12)(=O)(=O)N.[Cl-].CS(C1C=CC=CC=1C[N+]1C=CN2C=CC=CC=12)(=O)=O.[Br-].FC(F)(F)C1C=CC(C[N+]2C=CN3C=CC=CC=23)=CC=1>>[Cl-:2].[Cl:21][C:4]1[C:3]([Cl:2])=[CH:18][CH:17]=[CH:16][C:5]=1[CH2:6][N+:7]1[CH:8]=[CH:9][N:10]2[CH:15]=[CH:14][CH:13]=[CH:12][C:11]=12 |f:0.1,2.3,4.5,6.7,8.9,10.11,12.13,14.15,16.17,18.19,20.21|. Procedure details: 1-(3,5-dichlorobenzyl)imidazo[1,2-a]pyridinium chloride; 1-(3,4-dichlorobenzyl)-imidazo[1,2-a]pyridinium bromide; 1-(2-methoxybenzyl)imidazo[1,2-a]pyridinium bromide; 1-(3-methoxybenzyl)imidazo[1,2-a]pyridinium chloride; 1-(3-cyanobenzyl)imidazo[1,2-a]pyridinium iodide; 1-(3-bromobenzyl)imidazo[1,2-a]-pyridinium bromide; 1-(3-phenylbenzyl)imidazo[1,2-a]pyridinium chloride; 1-(3-sulfamoylbenzyl)imidazo[1,2-a]pyridinium chloride; 1-(2-methylsulfonylbenzyl)imidazo[1,2-a]pyridinium chloride; 1-(4-tr...